Dataset: the Open Reaction Database (ORD), a public repository of structured organic reaction records. Task: describe an organic reaction: reactants, conditions, products, and yield The product is NCc1ccc(O)cc1. Starting materials: CCO, N, O=Cc1ccc(O)cc1, O=S(=O)(O)O. RXN SMILES: [CH3:16][CH2:17][OH:18].[NH3:1].[OH:2][c:3]1[cH:4][cH:5][c:6]([CH:7]=[O:8])[cH:9][cH:10]1.[S:11](=[O:12])(=[O:13])([OH:14])[OH:15]>>[NH2:1][CH2:7][c:6]1[cH:5][cH:4][c:3]([OH:2])[cH:10][cH:9]1. Starting materials: [Al+3], [H-], [H-], [H-], [H-], [Li+], O=C(C1CCCN1)N1CCCC1, [Na+], [Na+], O=S(=O)([O-])[O-], C1CCOC1. Product: C1CNC(CN2CCCC2)C1. RXN SMILES: [Al+3:2].[H-:1].[H-:4].[H-:5].[H-:6].[Li+:3].[N:7]1([C:12](=[O:13])[CH:14]2[NH:15][CH2:16][CH2:17][CH2:18]2)[CH2:8][CH2:9][CH2:10][CH2:11]1.[Na+:19].[Na+:20].[O-:21][S:22](=[O:23])(=[O:24])[O-:25].[O:26]1[CH2:27][CH2:28][CH2:29][CH2:30]1>>[N:7]1([CH2:12][CH:14]2[NH:15][CH2:16][CH2:17][CH2:18]2)[CH2:8][CH2:9][CH2:10][CH2:11]1. Run at time 30 minute. Procedure details: To 30 mg (0.11 mmol) 2-[4-(4-ethoxy-phenylethynyl)-phenyl]-propionic acid in (XI.2) 3 mL THF are added 55 μL (0.32 mmol) DIPEA, followed by 30 mg (0.11 mmol) chloro-N,N,N,N-tetramethylformamidinium hexafluorophosphate. The mixture is stirred at rt for 30 min. After that time, 12 mg (0.11 mmol) 5-amino-1,3-dimethylpyrazole are added and stirring is continued for 12 h. The solvent is removed and the residue is taken up in 1 mL DMF. 50 μL DIPEA are added, followed by 30 mg TBTU (0.11 mmol) and 12 m... The reactants are C(C)OC1=CC=C(C=C1)C#CC1=CC=C(C=C1)C(C(=O)O)C (2-[4-(4-ethoxy-phenylethynyl)-phenyl]-propionic acid), CCN(C(C)C)C(C)C (DIPEA), NC1=CC(=NN1C)C (5-amino-1,3-dimethylpyrazole), CN(C)C(=[N+](C)C)ON1C2=C(C=CC=C2)N=N1.[B-](F)(F)(F)F (TBTU), chloro-N,N,N,N-tetramethylformamidinium hexafluorophosphate, NC1=CC(=NN1C)C (5-amino-1,3-dimethylpyrazole). Run in C1CCOC1 (THF). The product is CN1N=C(C=C1NC(C(C)C1=CC=C(C=C1)C#CC1=CC=C(C=C1)OCC)=O)C (N-(2,5-Dimethyl-2H-pyrazol-3-yl)-2-[4-(4-ethoxy-phenylethynyl)-phenyl]-propionamide). Reaction SMILES: [CH2:1]([O:3][C:4]1[CH:9]=[CH:8][C:7]([C:10]#[C:11][C:12]2[CH:17]=[CH:16][C:15]([CH:18]([CH3:22])[C:19]([OH:21])=O)=[CH:14][CH:13]=2)=[CH:6][CH:5]=1)[CH3:2].CCN(C(C)C)C(C)C.[NH2:32][C:33]1[N:37]([CH3:38])[N:36]=[C:35]([CH3:39])[CH:34]=1.CN(C(ON1N=NC2C=CC=CC1=2)=[N+](C)C)C.[B-](F)(F)(F)F>C1COCC1>[CH3:38][N:37]1[C:33]([NH:32][C:19](=[O:21])[CH:18]([C:15]2[CH:14]=[CH:13][C:12]([C:11]#[C:10][C:7]3[CH:6]=[CH:5][C:4]([O:3][CH2:1][CH3:2])=[CH:9][CH:8]=3)=[CH:17][CH:16]=2)[CH3:22])=[CH:34][C:35]([CH3:39])=[N:36]1 |f:3.4|. The reactants are C(C)(=O)OC(C(=O)OCC)C1=C2C=CN=CC2=CC=C1 (ethyl (acetyloxy)(isoquinolin-5-yl)acetate). Solvent: C(C)O (ethanol). Run at temperature 60 celsius, time 6 hour. The product is C1=NC=CC2=C(C=CC=C12)CC(=O)OCC (ethyl isoquinolin-5-ylacetate). Yield: 82.6%. Reaction SMILES: C(O[CH:5]([C:11]1[CH:20]=[CH:19][CH:18]=[C:17]2[C:12]=1[CH:13]=[CH:14][N:15]=[CH:16]2)[C:6]([O:8][CH2:9][CH3:10])=[O:7])(=O)C>C(O)C>[CH:16]1[C:17]2[C:12](=[C:11]([CH2:5][C:6]([O:8][CH2:9][CH3:10])=[O:7])[CH:20]=[CH:19][CH:18]=2)[CH:13]=[CH:14][N:15]=1. Procedure details: The product of Example 70C (1.43 g, 5.23 mmol) in absolute ethanol (200 mL) was treated with dry 10% Pd/C (0.122 g) and triethylamine (10.4 mL). The reaction mixture was stirred at 60° C. for 6 hours under H2 (60 psi), filtered and the filtrate concentrated under reduced pressure. The residue was purified by column chromatography (5% methanol/CH2Cl2) to provide the title compound as light brown oil (0.93 g, 67%). MS (ESI+) m/z 216 (M+H)+, (ESI−) m/z 214 (M−H)−; 1H NMR (DMSO-d6, 300 MHz) δ 1.17 (...